describe an organic reaction: reactants, conditions, products, and yield From a dataset of the Open Reaction Database (ORD), a public repository of structured organic reaction records. Reactants: [Si](C)(C)(C(C)(C)C)OC[C@H]1N(C[C@H](C(=C1)C)O)C(=O)OC(C)(C)C ((2S,5S)-tert-butyl 2-((tert-butyldimethylsilyloxy)methyl)-5-hydroxy-4-methyl-5,6-dihydropyridine-1(2H)-carboxylate), [Si](C)(C)(C(C)(C)C)OC[C@H]1N(CC(C(=C1)C1CC1)=O)C(=O)OC(C)(C)C ((S)-tert-butyl 2-((tert-butyldimethylsilyloxy)methyl)-4-cyclopropyl-5-oxo-5,6-dihydropyridine-1(2H)-carboxylate), [Si](C)(C)(C(C)(C)C)OC[C@H]1N(CC(C(=C1)C1CC1)=O)C(=O)OC(C)(C)C ((S)-tert-butyl 2-((tert-butyldimethylsilyloxy)methyl)-4-cyclopropyl-5-oxo-5,6-dihydropyridine-1(2H)-carboxylate). Yields the product [Si](C)(C)(C(C)(C)C)OC[C@H]1N(C[C@H](C(=C1)C1CC1)O)C(=O)OC(C)(C)C ((2S,5S)-tert-butyl 2-((tert-butyldimethylsilyloxy)methyl)-4-cyclopropyl-5-hydroxy-5,6-dihydropyridine-1(2H)-carboxylate), oil. Yield: 78.0%. As a reaction SMILES: [Si:1]([O:8][CH2:9][C@@H:10]1[CH:15]=[C:14]([CH:16]2[CH2:18][CH2:17]2)[C:13](=[O:19])[CH2:12][N:11]1[C:20]([O:22][C:23]([CH3:26])([CH3:25])[CH3:24])=[O:21])([C:4]([CH3:7])([CH3:6])[CH3:5])([CH3:3])[CH3:2].[Si](OC[C@@H]1C=C(C)[C@H](O)CN1C(OC(C)(C)C)=O)(C(C)(C)C)(C)C>>[Si:1]([O:8][CH2:9][C@@H:10]1[CH:15]=[C:14]([CH:16]2[CH2:18][CH2:17]2)[C@H:13]([OH:19])[CH2:12][N:11]1[C:20]([O:22][C:23]([CH3:26])([CH3:25])[CH3:24])=[O:21])([C:4]([CH3:7])([CH3:6])[CH3:5])([CH3:3])[CH3:2]. Reported procedure: The title compound was prepared from (S)-tert-butyl 2-((tert-butyldimethylsilyloxy)methyl)-4-cyclopropyl-5-oxo-5,6-dihydropyridine-1(2H)-carboxylate (Intermediate 263, 3.82 g, 10.01 mmol) following the procedure described for Intermediate 8. The desired product was obtained as a colorless oil (3 g, 78%).